From a dataset of the Open Reaction Database (ORD), a public repository of structured organic reaction records. describe an organic reaction: reactants, conditions, products, and yield The reactants are CO, ClC(Cl)Cl, Cl, CC(NC(=O)Cc1cc(F)cc(F)c1)C(=O)O, CCOC(=O)C(N)c1ccc(F)cc1. The product is CCOC(=O)C(NC(=O)C(C)NC(=O)Cc1cc(F)cc(F)c1)c1ccc(F)cc1. As a reaction SMILES: [CH3:33][OH:34].[Cl:35][CH:36]([Cl:37])[Cl:38].[ClH:18].[F:1][c:2]1[cH:3][c:4]([CH2:9][C:10](=[O:11])[NH:12][CH:13]([CH3:14])[C:15](=[O:16])[OH:17])[cH:5][c:6]([F:8])[cH:7]1.[NH2:19][CH:20]([C:21](=[O:22])[O:23][CH2:24][CH3:25])[c:26]1[cH:27][cH:28][c:29]([F:32])[cH:30][cH:31]1>>[F:1][c:2]1[cH:3][c:4]([CH2:9][C:10](=[O:11])[NH:12][CH:13]([CH3:14])[C:15](=[O:17])[NH:19][CH:20]([C:21](=[O:22])[O:23][CH2:24][CH3:25])[c:26]2[cH:27][cH:28][c:29]([F:32])[cH:30][cH:31]2)[cH:5][c:6]([F:8])[cH:7]1. Reactants: FC1=CC(=C(C=C1)C1=C(C=NC=C1)NCC=1OC=C(N1)C)OC ([4-(4-fluoro-2-methoxy-phenyl)-pyridin-3-yl]-(4-methyl-oxazol-2-ylmethyl)-amine), CS(=O)(=O)C=1C=C(C(=O)O)C=C(C1)C(F)(F)F (3-(methylsulfonyl)-5-(trifluoromethyl)benzoic acid). The product is FC1=CC(=C(C=C1)C1=C(C=NC=C1)N(C(C1=CC(=CC(=C1)C(F)(F)F)S(=O)(=O)C)=O)CC=1OC=C(N1)C)OC (N-[4-(4-Fluoro-2-methoxy-phenyl)-pyridin-3-yl]-3-methanesulfonyl-N-(4-methyl-oxazol-2-ylmethyl)-5-trifluoromethyl-benzamide). Reaction SMILES: [F:1][C:2]1[CH:7]=[CH:6][C:5]([C:8]2[CH:13]=[CH:12][N:11]=[CH:10][C:9]=2[NH:14][CH2:15][C:16]2[O:17][CH:18]=[C:19]([CH3:21])[N:20]=2)=[C:4]([O:22][CH3:23])[CH:3]=1.[CH3:24][S:25]([C:28]1[CH:29]=[C:30]([CH:34]=[C:35]([C:37]([F:40])([F:39])[F:38])[CH:36]=1)[C:31](O)=[O:32])(=[O:27])=[O:26]>>[F:1][C:2]1[CH:7]=[CH:6][C:5]([C:8]2[CH:13]=[CH:12][N:11]=[CH:10][C:9]=2[N:14]([CH2:15][C:16]2[O:17][CH:18]=[C:19]([CH3:21])[N:20]=2)[C:31](=[O:32])[C:30]2[CH:34]=[C:35]([C:37]([F:40])([F:38])[F:39])[CH:36]=[C:28]([S:25]([CH3:24])(=[O:27])=[O:26])[CH:29]=2)=[C:4]([O:22][CH3:23])[CH:3]=1. Procedure details: The title compound was prepared in analogy to example 90, from [4-(4-fluoro-2-methoxy-phenyl)-pyridin-3-yl]-(4-methyl-oxazol-2-ylmethyl)-amine and 3-(methylsulfonyl)-5-(trifluoromethyl)benzoic acid (example 114, intermediate a) after a reaction time of 90 hours at room temperature. The product was purified by preparative HPLC (Gemini NX) with a gradient of MeOH:water (containing 0.05% formic acid) (80:20 to 98:2). Colorless solid (34%). MS (ESI): m/z=564.121 [M+H]+.